This data is from the Open Reaction Database (ORD), a public repository of structured organic reaction records. The task is: describe an organic reaction: reactants, conditions, products, and yield Run at time 30 minute. Reactants: C(#N)[BH3-].[Na+] (sodium cyanoborohydride), CN1C(=NC=C1)C=O (1-Methyl-2-imidazolecarboxaldehyde), COC(C1=CC=C(C=C1)N)=O (methyl-4-aminobenzoate), C(C)(=O)O (Acetic acid). Reported procedure: 1-Methyl-2-imidazolecarboxaldehyde (5.0 mmol) and methyl-4-aminobenzoate (5.0 mmol) were mixed in MeOH (7 mL). Acetic acid (0.3 mL) was added and the mixture stirred for 30 minutes at room temperature. The reaction mixture was cooled, sodium cyanoborohydride (5.0 mmol) was added and the reaction allowed to stir at room temperature for a further 17 h. The reaction mixture was then concentrated under vacuum and partitioned between H2O and EtOAc. The aqueous layer was extracted with EtOAc, and the ... The solvent is CO (MeOH). The product is CN1C(=NC=C1)CNC1=CC=C(C(=O)OC)C=C1 (methyl 4-{[(1-methylimidazol-2-yl)methyl]amino}benzoate). As a reaction SMILES: [CH3:1][N:2]1[CH:6]=[CH:5][N:4]=[C:3]1[CH:7]=O.[CH3:9][O:10][C:11](=[O:19])[C:12]1[CH:17]=[CH:16][C:15]([NH2:18])=[CH:14][CH:13]=1.C(O)(=O)C.C([BH3-])#N.[Na+]>CO>[CH3:1][N:2]1[CH:6]=[CH:5][N:4]=[C:3]1[CH2:7][NH:18][C:15]1[CH:14]=[CH:13][C:12]([C:11]([O:10][CH3:9])=[O:19])=[CH:17][CH:16]=1 |f:3.4|. Reaction SMILES: [CH2:29]1[CH2:30][S:31][CH2:32][CH2:33][NH:34]1.[Cl:1][CH2:2][CH2:3][CH2:4][CH2:5][O:6][c:7]1[cH:8][cH:9][c:10](-[c:13]2[o:14][c:15]([CH2:18][S:19][CH2:20][CH2:21][O:22][c:23]3[cH:24][cH:25][cH:26][cH:27][cH:28]3)[n:16][n:17]2)[cH:11][cH:12]1>>[CH2:2]([CH2:3][CH2:4][CH2:5][O:6][c:7]1[cH:8][cH:9][c:10](-[c:13]2[o:14][c:15]([CH2:18][S:19][CH2:20][CH2:21][O:22][c:23]3[cH:24][cH:25][cH:26][cH:27][cH:28]3)[n:16][n:17]2)[cH:11][cH:12]1)[N:34]1[CH2:29][CH2:30][S:31][CH2:32][CH2:33]1. Reactants: C1CSCCN1, ClCCCCOc1ccc(-c2nnc(CSCCOc3ccccc3)o2)cc1. Product: c1ccc(OCCSCc2nnc(-c3ccc(OCCCCN4CCSCC4)cc3)o2)cc1. The reactants are C(#N)C=1C=C2C(CCOC2=CC1F)C(=O)OC (Methyl 6-cyano-7-fluorochroman-4-carboxylate), OC1=CC=C(C(=O)N)C=C1 (4-hydroxybenzamide), C([O-])([O-])=O.[K+].[K+] (potassium carbonate). The solvent is CN1CCCC1=O (NMP). Run at temperature 110 celsius. Product: C(N)(=O)C1=CC=C(OC2=C(C=C3C(CCOC3=C2)C(=O)OC)C#N)C=C1 (methyl 7-(4-carbamoylphenoxy)-6-cyanochroman-4-carboxylate). The yield is 22.2%. As a reaction SMILES: [C:1]([C:3]1[CH:4]=[C:5]2[C:10](=[CH:11][C:12]=1F)[O:9][CH2:8][CH2:7][CH:6]2[C:14]([O:16][CH3:17])=[O:15])#[N:2].[OH:18][C:19]1[CH:27]=[CH:26][C:22]([C:23]([NH2:25])=[O:24])=[CH:21][CH:20]=1.C(=O)([O-])[O-].[K+].[K+]>CN1C(=O)CCC1>[C:23]([C:22]1[CH:26]=[CH:27][C:19]([O:18][C:12]2[CH:11]=[C:10]3[C:5]([CH:6]([C:14]([O:16][CH3:17])=[O:15])[CH2:7][CH2:8][O:9]3)=[CH:4][C:3]=2[C:1]#[N:2])=[CH:20][CH:21]=1)(=[O:24])[NH2:25] |f:2.3.4|. Procedure: Methyl 6-cyano-7-fluorochroman-4-carboxylate (300 mg, 1.28 mmol), 4-hydroxybenzamide (227 mg, 1.66 mmol) and potassium carbonate (423 mg, 3.06 mmol) were diluted with dry NMP (4 mL). The reaction was bubbled with argon for 10 minutes and then heated at 110° C. for 12 hours. The reaction was cooled and loaded directly onto a biotage 40M cartridge (silica gel), eluting with 5% ethyl acetate/hexanes to 100% ethyl acetate to yield methyl 7-(4-carbamoylphenoxy)-6-cyanochroman-4-carboxylate (100 mg, 2... The product is NC1=C(C=C(C=N1)C(=O)N=S(=O)(C)CCCCC(=O)OC)C#CC1=CC(=CC=C1)NC(C1=CC(=CC=C1)C)=O (Methyl 5-(N-{[6-amino-5-({3-[(3-methylbenzoyl)amino]phenyl}ethynyl)pyridin-3-yl]carbonyl}-S-methylsulfonimidoyl)pentanoate). Procedure details: In a manner similar to that described in Example 25, methyl 5-[N-({6-amino-5-[(3-aminophenyl)ethynyl]pyridin-3-yl}carbonyl)-S-methylsulfonimidoyl]pentanoate and 3-methylbenzoic acid were coupled to give the title compound as a white foam (82 mg). RXN SMILES: [NH2:1][C:2]1[N:7]=[CH:6][C:5]([C:8]([N:10]=[S:11]([CH2:14][CH2:15][CH2:16][CH2:17][C:18]([O:20][CH3:21])=[O:19])([CH3:13])=[O:12])=[O:9])=[CH:4][C:3]=1[C:22]#[C:23][C:24]1[CH:29]=[CH:28][CH:27]=[C:26]([NH2:30])[CH:25]=1.[CH3:31][C:32]1[CH:33]=[C:34]([CH:38]=[CH:39][CH:40]=1)[C:35](O)=[O:36]>>[NH2:1][C:2]1[N:7]=[CH:6][C:5]([C:8]([N:10]=[S:11]([CH2:14][CH2:15][CH2:16][CH2:17][C:18]([O:20][CH3:21])=[O:19])([CH3:13])=[O:12])=[O:9])=[CH:4][C:3]=1[C:22]#[C:23][C:24]1[CH:29]=[CH:28][CH:27]=[C:26]([NH:30][C:35](=[O:36])[C:34]2[CH:38]=[CH:39][CH:40]=[C:32]([CH3:31])[CH:33]=2)[CH:25]=1. Reactants: NC1=C(C=C(C=N1)C(=O)N=S(=O)(C)CCCCC(=O)OC)C#CC1=CC(=CC=C1)N (methyl 5-[N-({6-amino-5-[(3-aminophenyl)ethynyl]pyridin-3-yl}carbonyl)-S-methylsulfonimidoyl]pentanoate), CC=1C=C(C(=O)O)C=CC1 (3-methylbenzoic acid). The reactants are COC1=CC=C(C=C1)C=1C(=C(C=CC1Cl)OC1=C(C(=C(C=C1)Cl)C1=CC=C(C=C1)OC)[N+](=O)[O-])[N+](=O)[O-] (4-methoxyphenyl-4-chloro-2-nitrophenyl ether), CC(=O)C (acetone), S(=O)([O-])S(=O)[O-].[Na+].[Na+] (sodium hydrosulfite). Run in O (water). Product: ClC=1C=CC(=C(N)C1)OC1=CC=C(C=C1)OC (5-chloro-2-(p-methoxyphenoxy)-aniline). Reaction SMILES: COC1C=CC([C:9]2[C:10]([N+]([O-])=O)=[C:11]([O:16][C:17]3[CH:22]=[CH:21][C:20]([Cl:23])=[C:19](C4C=CC(OC)=CC=4)[C:18]=3[N+:32]([O-])=O)[CH:12]=[CH:13][C:14]=2Cl)=CC=1.C[C:39](C)=[O:40].S(S([O-])=O)([O-])=O.[Na+].[Na+]>O>[Cl:23][C:20]1[CH:21]=[CH:22][C:17]([O:16][C:11]2[CH:10]=[CH:9][C:14]([O:40][CH3:39])=[CH:13][CH:12]=2)=[C:18]([CH:19]=1)[NH2:32] |f:2.3.4|. Procedure details: An 80.0 g. portion of the above nitro derivative in 800 ml. of acetone is added to 320.0 g. of sodium hydrosulfite in 800 ml. of water. The mixture is heated to reflux on a steam bath for one hour, cooled and extracted with benzene. The benzene extract is washed with water, dried over anhydrous sodium sulfate, and evaporated in vacuo to a yellow oil. Treatment in hexane, with cooling produces crystals of 5-chloro-2-(p-methoxyphenoxy)-aniline. The reactants are C(CCC)ON=C(C(=O)OCC)C(C)=O (ethyl 2-n-butoxyimino-3-oxobutyrate), S(=O)(=O)(Cl)Cl (sulfuryl chloride), C(C)(=O)O (acetic acid), resultant solution. The solvent is O (water). The product is C(CCC)ON=C(C(=O)OCC)C(CCl)=O (ethyl 2-n-butoxyimino-4-chloro-3-oxobutyrate). Isolated yield 92.0%. As a reaction SMILES: [CH2:1]([O:5][N:6]=[C:7]([C:13](=[O:15])[CH3:14])[C:8]([O:10][CH2:11][CH3:12])=[O:9])[CH2:2][CH2:3][CH3:4].S(Cl)([Cl:19])(=O)=O.C(O)(=O)C>O>[CH2:1]([O:5][N:6]=[C:7]([C:13](=[O:15])[CH2:14][Cl:19])[C:8]([O:10][CH2:11][CH3:12])=[O:9])[CH2:2][CH2:3][CH3:4]. Procedure: A solution of ethyl 2-n-butoxyimino-3-oxobutyrate (syn isomer, 48.8 g.), sulfuryl chloride (31.5 g.) and acetic acid (48.8 ml.) was stirred at 40° C. for 10 minutes and further at room temperature for 5.5 hours. After water (300 ml.) was added to the resultant solution under ice cooling, the solution was extracted with methylene chloride three times. The extract was washed with water, an aqueous solution of sodium bicarbonate and a saturated aqueous solution of sodium chloride in turn, and dried... Reactants: O.NN (Hydrazine hydrate), FC1=C(C=CC=C1C(F)(F)F)C(=O)C1=CC=C(C=C1)OC ((2-Fluoro-3-trifluoromethyl-phenyl)-(4-methoxy-phenyl)-methanone), CCOC(=O)C (EtOAc), Cl (HCl). The reagents and catalysts are CN(C1=CC=NC=C1)C (4-(dimethylamino)-pyridine). Run in N1=CC=CC=C1 (pyridine). Reaction conditions: temperature 100 celsius, time 8 hour. Yields the product COC1=CC=C(C=C1)C1=NNC2=C(C=CC=C12)C(F)(F)F (3-(4-methoxy-phenyl)-7-trifluoromethyl-1H-indazole). RXN SMILES: F[C:2]1[C:7]([C:8]([F:11])([F:10])[F:9])=[CH:6][CH:5]=[CH:4][C:3]=1[C:12]([C:14]1[CH:19]=[CH:18][C:17]([O:20][CH3:21])=[CH:16][CH:15]=1)=O.O.[NH2:23][NH2:24].CCOC(C)=O.Cl>N1C=CC=CC=1.CN(C)C1C=CN=CC=1>[CH3:21][O:20][C:17]1[CH:18]=[CH:19][C:14]([C:12]2[C:3]3[C:2](=[C:7]([C:8]([F:11])([F:10])[F:9])[CH:6]=[CH:5][CH:4]=3)[NH:24][N:23]=2)=[CH:15][CH:16]=1 |f:1.2|. Reported procedure: (2-Fluoro-3-trifluoromethyl-phenyl)-(4-methoxy-phenyl)-methanone (59.6 mg, 0.2 mmol) was dissolved in 1 ml of pyridine. Hydrazine hydrate (97 μl, 2 mmol) and 4-(dimethylamino)-pyridine (24.4 mg, 0.2 mmol) were added. The reaction mixture was stirred overnight at 100° C. After cooling to room temperature, EtOAc and 1M HCl were added. The organic phase was washed three times with brine, dried over MgSO4 and concentrated under vacuum. Purification of the crude product by flash column chromatography... Starting materials: COc1cc(C(N)=O)on1, ClCCl, O=C(OC(=O)C(F)(F)F)C(F)(F)F, c1ccncc1. The product is COc1cc(C#N)on1. RXN SMILES: [CH3:1][O:2][c:3]1[n:4][o:5][c:6]([C:8](=[O:9])[NH2:10])[cH:7]1.[Cl:30][CH2:31][Cl:32].[F:17][C:18]([F:19])([F:20])[C:21]([O:22][C:23](=[O:24])[C:25]([F:26])([F:27])[F:28])=[O:29].[cH:11]1[cH:12][cH:13][n:14][cH:15][cH:16]1>>[CH3:1][O:2][c:3]1[n:4][o:5][c:6]([C:8]#[N:10])[cH:7]1. Reactants: CCO, O=[N+]([O-])c1cccc(Cl)c1O. The product is Nc1cccc(Cl)c1O. RXN SMILES: [CH3:12][CH2:13][OH:14].[Cl:1][c:2]1[c:3]([OH:11])[c:4]([N+:8]([O-:9])=[O:10])[cH:5][cH:6][cH:7]1>>[Cl:1][c:2]1[c:3]([OH:11])[c:4]([NH2:8])[cH:5][cH:6][cH:7]1.